From a dataset of the Open Reaction Database (ORD), a public repository of structured organic reaction records. describe an organic reaction: reactants, conditions, products, and yield Starting materials: CCCC[N+](CCCC)(CCCC)CCCC, [F-], O=S(=O)(Cl)c1ccccc1F, C1CCOC1. Product: O=S(=O)(F)c1ccccc1F. Reaction SMILES: [CH3:13][CH2:14][CH2:15][CH2:16][N+:17]([CH2:18][CH2:19][CH2:20][CH3:21])([CH2:22][CH2:23][CH2:24][CH3:25])[CH2:26][CH2:27][CH2:28][CH3:29].[F-:12].[F:1][c:2]1[c:3]([S:8](=[O:9])(=[O:10])[Cl:11])[cH:4][cH:5][cH:6][cH:7]1.[O:30]1[CH2:31][CH2:32][CH2:33][CH2:34]1>>[F:1][c:2]1[c:3]([S:8](=[O:9])(=[O:10])[F:12])[cH:4][cH:5][cH:6][cH:7]1. Starting materials: ClCC(=O)Cl (chloroacetyl chloride), C(C(=C)C)(=O)OCCCO (hydroxypropyl methacrylate). Solvent: N1=CC=CC=C1 (pyridine). The product is C(C(=C)C)(=O)OCCCOC(CCl)=O (Chloroacetoxypropyl methacrylate). RXN SMILES: [Cl:1][CH2:2][C:3](Cl)=[O:4].[C:6]([O:11][CH2:12][CH2:13][CH2:14][OH:15])(=[O:10])[C:7]([CH3:9])=[CH2:8]>N1C=CC=CC=1>[C:6]([O:11][CH2:12][CH2:13][CH2:14][O:15][C:3](=[O:4])[CH2:2][Cl:1])(=[O:10])[C:7]([CH3:9])=[CH2:8]. Reported procedure: Chloroacetoxypropyl methacrylate (CAPM) was prepared by condensation of chloroacetyl chloride with hydroxypropyl methacrylate in pyridine (cf Chem. Abs. 68, 105913 g) b.p. 92°-4° C./0.2 mm. The reactants are C1(CC1)COC1=C(C=C(C=C1)C)C1=C2C(=NC=C1)C(=C(N2COCC[Si](C)(C)C)C)C(=O)O (7-[2-(cyclopropylmethoxy)-5-methylphenyl]-2-methyl-1-{[2-(trimethylsilyl)ethoxy]methyl}-1H-pyrrolo[3,2-b]pyridine-3-carboxylic acid), N[C@@H]1CC[C@H](CC1)NC(OC(C)(C)C)=O (tert-butyl trans-(4-amino-cyclohexyl)-carbamate). The product is C1(CC1)COC1=C(C=C(C=C1)C)C1=C2C(=NC=C1)C(=C(N2COCC[Si](C)(C)C)C)C(=O)N[C@@H]2CC[C@H](CC2)NC(OC(C)(C)C)=O (tert-Butyl (trans-4-{[(7-[2-(cyclopropylmethoxy)-5-methylphenyl]-2-methyl-1-{[2-(trimethylsilyl)ethoxy]methyl}-1H-pyrrolo[3,2-b]pyridin-3-yl)carbonyl]amino}cyclohexyl)carbamate). As a reaction SMILES: [CH:1]1([CH2:4][O:5][C:6]2[CH:11]=[CH:10][C:9]([CH3:12])=[CH:8][C:7]=2[C:13]2[CH:18]=[CH:17][N:16]=[C:15]3[C:19]([C:31](O)=[O:32])=[C:20]([CH3:30])[N:21]([CH2:22][O:23][CH2:24][CH2:25][Si:26]([CH3:29])([CH3:28])[CH3:27])[C:14]=23)[CH2:3][CH2:2]1.[NH2:34][C@H:35]1[CH2:40][CH2:39][C@H:38]([NH:41][C:42](=[O:48])[O:43][C:44]([CH3:47])([CH3:46])[CH3:45])[CH2:37][CH2:36]1>>[CH:1]1([CH2:4][O:5][C:6]2[CH:11]=[CH:10][C:9]([CH3:12])=[CH:8][C:7]=2[C:13]2[CH:18]=[CH:17][N:16]=[C:15]3[C:19]([C:31]([NH:34][C@H:35]4[CH2:40][CH2:39][C@H:38]([NH:41][C:42](=[O:48])[O:43][C:44]([CH3:46])([CH3:45])[CH3:47])[CH2:37][CH2:36]4)=[O:32])=[C:20]([CH3:30])[N:21]([CH2:22][O:23][CH2:24][CH2:25][Si:26]([CH3:27])([CH3:29])[CH3:28])[C:14]=23)[CH2:2][CH2:3]1. Procedure: Starting from 7-[2-(cyclopropylmethoxy)-5-methylphenyl]-2-methyl-1-{[2-(trimethylsilyl)ethoxy]methyl}-1H-pyrrolo[3,2-b]pyridine-3-carboxylic acid (example D.c6) and commercially available tert-butyl trans-(4-amino-cyclohexyl)-carbamate the title compound is obtained as pale yellow viscous oil. Starting materials: C(CCCCCCC)Br (n-Octylbromide), C[O-].[Na+] (sodium methoxide), C(CC(=O)OCC)(=O)OCC (diethyl malonate). Run in CO (methanol). Product: C(CCCCCCC)C(C(=O)OCC)C(=O)OCC (diethyl n-octylmalonate). Isolated yield 66.2%. As a reaction SMILES: [CH2:1](Br)[CH2:2][CH2:3][CH2:4][CH2:5][CH2:6][CH2:7][CH3:8].C[O-].[Na+].[C:13]([O:21][CH2:22][CH3:23])(=[O:20])[CH2:14][C:15]([O:17][CH2:18][CH3:19])=[O:16]>CO>[CH2:1]([CH:14]([C:15]([O:17][CH2:18][CH3:19])=[O:16])[C:13]([O:21][CH2:22][CH3:23])=[O:20])[CH2:2][CH2:3][CH2:4][CH2:5][CH2:6][CH2:7][CH3:8] |f:1.2|. Procedure details: n-Octylbromide (193 g, 1 m) was slowly added to a mixture of 25% sodium methoxide solution (216 g, 1 m), diethyl malonate (160 g, 1 m) and methanol (1 l) with stirring at room temperature. The resulting mixture was refluxed until neutral to litmus (about 24 hours). The solvent was stripped off and the residue was filtered and washed with chloroform. The filtrate was evaporated to remove chloroform and the residue was vacuum-distilled to yield diethyl n-octylmalonate (180 g, 66%) bp 105°-115° C./... Starting materials: Cl.C(C1=CC=CC=C1)OC([C@@H](NCC1=CC=C(C=C1)C1=C(C=CC=C1)C#N)C(C)C)=O (N-[(2'-cyanobiphenyl-4-yl)methyl]-(L)-valine benzyl ester hydrochloride), C(C)(C)N(CC)C(C)C (diisopropylethylamine), C(CCCC)(=O)Cl (valeryl chloride). Product: C(C1=CC=CC=C1)OC([C@@H](N(CC1=CC=C(C=C1)C1=C(C=CC=C1)C#N)C(CCCC)=O)C(C)C)=O (N-Valeryl-N-[(2'-cyanobiphenyl-4-yl)methyl]-(L)-valine benzyl ester). RXN SMILES: Cl.[CH2:2]([O:9][C:10](=[O:31])[C@H:11]([CH:28]([CH3:30])[CH3:29])[NH:12][CH2:13][C:14]1[CH:19]=[CH:18][C:17]([C:20]2[CH:25]=[CH:24][CH:23]=[CH:22][C:21]=2[C:26]#[N:27])=[CH:16][CH:15]=1)[C:3]1[CH:8]=[CH:7][CH:6]=[CH:5][CH:4]=1.C(N(C(C)C)CC)(C)C.[C:41](Cl)(=[O:46])[CH2:42][CH2:43][CH2:44][CH3:45]>>[CH2:2]([O:9][C:10](=[O:31])[C@H:11]([CH:28]([CH3:29])[CH3:30])[N:12]([C:41](=[O:46])[CH2:42][CH2:43][CH2:44][CH3:45])[CH2:13][C:14]1[CH:15]=[CH:16][C:17]([C:20]2[CH:25]=[CH:24][CH:23]=[CH:22][C:21]=2[C:26]#[N:27])=[CH:18][CH:19]=1)[C:3]1[CH:8]=[CH:7][CH:6]=[CH:5][CH:4]=1 |f:0.1|. Reported procedure: 5.5 g of N-[(2'-cyanobiphenyl-4-yl)methyl]-(L)-valine benzyl ester hydrochloride, 4.33 g of diisopropylethylamine and 3 ml of valeryl chloride are stirred at room temperature for 36 hours and the mixture is then evaporated to dryness. The residue is taken up in ether and washed with sodium bicarbonate and brine. The crude product is further processed without purification.